From a dataset of the Open Reaction Database (ORD), a public repository of structured organic reaction records. describe an organic reaction: reactants, conditions, products, and yield Starting materials: C(C)(C)(C)C=1NC=C(N1)C=O (2-tert-butyl-4-imidazolecarboxaldehyde), C(NN)(=O)OCC (ethyl carbazate). The solvent is C(C)O (ethanol). Product: C(C)OC(NN=CC=1N=C(NC1)C(C)(C)C)=O (3-(2-tert-Butyl-4-imidazolylmethylene)carbazic acid ethyl ester). As a reaction SMILES: [C:1]([C:5]1[NH:6][CH:7]=[C:8]([CH:10]=O)[N:9]=1)([CH3:4])([CH3:3])[CH3:2].[C:12]([O:16][CH2:17][CH3:18])(=[O:15])[NH:13][NH2:14]>C(O)C>[CH2:17]([O:16][C:12](=[O:15])[NH:13][N:14]=[CH:10][C:8]1[N:9]=[C:5]([C:1]([CH3:2])([CH3:3])[CH3:4])[NH:6][CH:7]=1)[CH3:18]. Procedure: A 7.6 gm. portion of 2-tert-butyl-4-imidazolecarboxaldehyde and 5.2 gm. of ethyl carbazate in 100 ml. of ethanol are reacted as described in Example 32 giving the desired product, m.p. 194°-197° C.